This data is from the Open Reaction Database (ORD), a public repository of structured organic reaction records. The task is: describe an organic reaction: reactants, conditions, products, and yield The reactants are O=B[O-], CN(C)C=O, O=C(O)C(=O)c1sccc1Nc1c(Cl)cccc1Cl, [Na+]. Product: O=C(O)Cc1sccc1Nc1c(Cl)cccc1Cl. As a reaction SMILES: [B:20]([O-:21])=[O:22].[CH3:24][N:25]([CH3:26])[CH:27]=[O:28].[Cl:1][c:2]1[c:3]([NH:4][c:5]2[c:6]([C:10]([C:11](=[O:12])[OH:13])=[O:14])[s:7][cH:8][cH:9]2)[c:15]([Cl:19])[cH:16][cH:17][cH:18]1.[Na+:23]>>[Cl:1][c:2]1[c:3]([NH:4][c:5]2[c:6]([CH2:10][C:11](=[O:12])[OH:13])[s:7][cH:8][cH:9]2)[c:15]([Cl:19])[cH:16][cH:17][cH:18]1. The reactants are C=O, C1CCOC1, CCOCC, COc1ccc(Cl)cc1C1(F)C(=O)Nc2cc(C(F)(F)F)ccc21, [K+], [K+], O=C([O-])[O-], O. The product is COc1ccc(Cl)cc1C1(F)C(=O)N(CO)c2cc(C(F)(F)F)ccc21. Reaction SMILES: [CH2:31]=[O:32].[CH2:34]1[O:35][CH2:36][CH2:37][CH2:38]1.[CH3:39][CH2:40][O:41][CH2:42][CH3:43].[Cl:1][c:2]1[cH:3][cH:4][c:5]([O:23][CH3:24])[c:6]([C:8]2([F:22])[C:9](=[O:21])[NH:10][c:11]3[cH:12][c:13]([C:17]([F:18])([F:19])[F:20])[cH:14][cH:15][c:16]32)[cH:7]1.[K+:25].[K+:26].[O-:27][C:28]([O-:29])=[O:30].[OH2:33]>>[Cl:1][c:2]1[cH:3][cH:4][c:5]([O:23][CH3:24])[c:6]([C:8]2([F:22])[C:9](=[O:21])[N:10]([CH2:28][OH:27])[c:11]3[cH:12][c:13]([C:17]([F:18])([F:19])[F:20])[cH:14][cH:15][c:16]32)[cH:7]1. Reactants: solution, CCCP(=O)(O)O (1-propylphosphonic acid cyclic anhydride), C(C)(=O)OCC (ethyl acetate), COC(CC=1C(=NN(C1C)CC1=CC=C(C=C1)N)C)=O ([1-(4-aminobenzyl)-3,5-dimethyl-1H-pyrazol-4-yl]acetic acid methyl ester), C(C)(C)N(CC)C(C)C (diisopropylethylamine), FC=1C=CC2=C(C(=C(O2)C(=O)O)C)C1 (5-fluoro-3-methyl-1-benzofuran-2-carboxylic acid). Solvent: ClCCl (dichloromethane). Conditions: time 10 minute. The product is COC(CC=1C(=NN(C1C)CC1=CC=C(C=C1)NC(=O)C=1OC2=C(C1C)C=C(C=C2)F)C)=O ((1-{4-[(5-fluoro-3-methylbenzofuran-2-carbonyl)amino]benzyl}-3,5-dimethyl-1H-pyrazol-4-yl)acetic acid methyl ester). The yield is 62.5%. RXN SMILES: [CH3:1][O:2][C:3](=[O:20])[CH2:4][C:5]1[C:6]([CH3:19])=[N:7][N:8]([CH2:11][C:12]2[CH:17]=[CH:16][C:15]([NH2:18])=[CH:14][CH:13]=2)[C:9]=1[CH3:10].C(N(C(C)C)CC)(C)C.[F:30][C:31]1[CH:32]=[CH:33][C:34]2[O:38][C:37]([C:39](O)=[O:40])=[C:36]([CH3:42])[C:35]=2[CH:43]=1.CCCP(O)(O)=O.C(OCC)(=O)C>ClCCl>[CH3:1][O:2][C:3](=[O:20])[CH2:4][C:5]1[C:6]([CH3:19])=[N:7][N:8]([CH2:11][C:12]2[CH:13]=[CH:14][C:15]([NH:18][C:39]([C:37]3[O:38][C:34]4[CH:33]=[CH:32][C:31]([F:30])=[CH:43][C:35]=4[C:36]=3[CH3:42])=[O:40])=[CH:16][CH:17]=2)[C:9]=1[CH3:10]. Procedure: To a solution of [1-(4-aminobenzyl)-3,5-dimethyl-1H-pyrazol-4-yl]acetic acid methyl ester (400 mg, 1.46 mmol) in 5 mL dichloromethane are added diisopropylethylamine (1.5 mL, 8.8 mmol) and 5-fluoro-3-methyl-1-benzofuran-2-carboxylic acid (369 mg, 1.9 mmol). After stiffing at room temperature for 10 minutes a 50% solution of 1-propylphosphonic acid cyclic anhydride in ethyl acetate (1.725 mL, 2.93 mmol) is added with cooling and the mixture is stirred at room temperature for 12 hours. The solvent... The reactants are CCl, Cc1ccccc1, CC(=O)C(C)=CCC1CCC(C)C1(C)C, [Na+], [OH-], O. Product: CC(=O)C(C)(C)C=CC1CCC(C)C1(C)C. As a reaction SMILES: [CH3:19][Cl:20].[CH3:21][c:22]1[cH:23][cH:24][cH:25][cH:26][cH:27]1.[CH3:4][C:5]([C:6]([CH3:7])=[O:8])=[CH:9][CH2:10][CH:11]1[C:12]([CH3:17])([CH3:18])[CH:13]([CH3:16])[CH2:14][CH2:15]1.[Na+:2].[OH-:1].[OH2:3]>>[CH3:4][C:5]([C:6]([CH3:7])=[O:8])([CH:9]=[CH:10][CH:11]1[C:12]([CH3:17])([CH3:18])[CH:13]([CH3:16])[CH2:14][CH2:15]1)[CH3:19]. Starting materials: OOS(=O)[O-].[K+] (OXONE), CCOC(=O)C (EtOAc), C1=CCCCCCC1 (Cyclooctene), CO (MeOH), [O-]S(=O)[O-].[Na+].[Na+] (Na2SO3). The reagents and catalysts are O=[Os](=O)(=O)=O (OsO4). Reaction conditions: time 5 minute. Yields the product COC(CCCCCCC(=O)OC)=O (Suberic acid dimethyl ester). Yield: 30.0%. Reaction SMILES: [CH:1]1CC[CH2:6][CH2:5][CH2:4][CH2:3][CH:2]=1.OOS([O-])=O.[K+].[O-:15]S([O-])=O.[Na+].[Na+].C[CH2:22][O:23][C:24]([CH3:26])=[O:25].[CH3:27][OH:28]>O=[Os](=O)(=O)=O>[CH3:27][O:28][C:1](=[O:15])[CH2:2][CH2:3][CH2:4][CH2:5][CH2:6][CH2:26][C:24]([O:23][CH3:22])=[O:25] |f:1.2,3.4.5|. Reported procedure: Cyclooctene (100 mg) was dissolved in MeOH (10 mL), and OsO4 (0.11 mL, 2.5% in tBuOH) was added and stirred for 5 min. OXONE (2.23 g) was added in one portion and the reaction had a final volume (14 mL). The reaction was stirred at room temperature for 18 hours or until the solution becomes colorless. This usually marks the completion of the reaction which was verified by TLC or GC. Na2SO3 (600 mg) was added, to reduce the remaining Os(VIII), and stirred for an additional hour or until solution ... The reactants are resultant mixture, CC1=NC(=NO1)C1=CC=C(C=C1)CN1C(NC2=C1C=CC=C2)=O (1-[4-(5-Methyl-1,2,4-oxadiazol-3-yl)phenyl]methyl-1,3-dihydro-2H-benzimidazol-2-one), [H-].[Na+] (sodium hydride), BrCCCl (1-bromo-2-chloroethane), O (water). The solvent is CN1C(CCC1)=O (N-methylpyrrolidinone), CN1C(CCC1)=O (N-methylpyrrolidinone). Conditions: time 2 hour. The product is ClCCN1C(N(C2=C1C=CC=C2)CC2=CC=C(C=C2)C2=NOC(=N2)C)=O (1-(2-Chloroethyl)-3-[4-(5-methyl-1,2,4-oxadiazol-3-yl)phenyl]methyl-1,3-dihydro-2H-benzimidazol-2-one). As a reaction SMILES: [CH3:1][C:2]1[O:6][N:5]=[C:4]([C:7]2[CH:12]=[CH:11][C:10]([CH2:13][N:14]3[C:18]4[CH:19]=[CH:20][CH:21]=[CH:22][C:17]=4[NH:16][C:15]3=[O:23])=[CH:9][CH:8]=2)[N:3]=1.[H-].[Na+].Br[CH2:27][CH2:28][Cl:29].O>CN1CCCC1=O>[Cl:29][CH2:28][CH2:27][N:16]1[C:17]2[CH:22]=[CH:21][CH:20]=[CH:19][C:18]=2[N:14]([CH2:13][C:10]2[CH:9]=[CH:8][C:7]([C:4]3[N:3]=[C:2]([CH3:1])[O:6][N:5]=3)=[CH:12][CH:11]=2)[C:15]1=[O:23] |f:1.2|. Procedure: 1-[4-(5-Methyl-1,2,4-oxadiazol-3-yl)phenyl]methyl-1,3-dihydro-2H-benzimidazol-2-one (0.416 g, 1.36 mmol) was added to a suspension of 60% sodium hydride (0.06 g, 1.49 mmol, dispersion in oil) in N-methylpyrrolidinone (3 ml) and stirred for 2 hours. More N-methylpyrrolidinone (2 ml) was added followed by 1-bromo-2-chloroethane (0.203 ml, 0.351 g, 2.44 mmol). The resultant mixture was allowed to stir at room temperature for 16 h then water was added and the mixture extracted with ethyl acetate (2×... Reactants: CC(C)(C)[O-].[K+] (KOt-Bu), C(C)OC(C(C(=O)OCC)NC(C)=O)=O (2-acetylamino-malonic acid diethyl ester), C1(CC1)C(=O)Cl (cyclopropane-carbonylchloride). Solvent: C1CCOC1 (THF). Reaction conditions: time 15 minute. The product is C(C)OC(C(C(=O)OCC)(C(=O)C1CC1)NC(C)=O)=O (2-Acetylamino-2-cyclopropanecarbonyl-malonic acid diethyl ester). The yield is 60.0%. RXN SMILES: CC([O-])(C)C.[K+].[CH2:7]([O:9][C:10](=[O:21])[CH:11]([NH:17][C:18](=[O:20])[CH3:19])[C:12]([O:14][CH2:15][CH3:16])=[O:13])[CH3:8].[CH:22]1([C:25](Cl)=[O:26])[CH2:24][CH2:23]1>C1COCC1>[CH2:15]([O:14][C:12](=[O:13])[C:11]([NH:17][C:18](=[O:20])[CH3:19])([C:25]([CH:22]1[CH2:24][CH2:23]1)=[O:26])[C:10]([O:9][CH2:7][CH3:8])=[O:21])[CH3:16] |f:0.1|. Procedure details: To a solution of 6 eq KOt-Bu in THF at room temperature was added 6 eq 2-acetylamino-malonic acid diethyl ester and after 5 min 1 eq cyclopropane-carbonylchloride. After 15 min, the mixture was concentrated and partitioned between EtOAc and H2O. The organic layer was concentrated to give the desired product in 60% yield. The reactants are C(C)OCCCBr (3-Ethoxypropyl bromide), Grignard reagent, IC=1C=CC2=C(C(C3=C(C=C2)C=CC=C3)=O)C1 (3-iodo-5H-dibenzo[a,d]cyclohepten-5-one). The solvent is C1CCOC1 (THF). Product: C(C)OCCCC1(C2=C(C=CC3=C1C=C(C=C3)I)C=CC=C2)O (5-(3-Ethoxypropyl)-3-iodo-5H-dibenzo[a,d]cyclohepten-5-ol). RXN SMILES: [CH2:1]([O:3][CH2:4][CH2:5][CH2:6]Br)[CH3:2].[I:8][C:9]1[CH:10]=[CH:11][C:12]2[CH:18]=[CH:17][C:16]3[CH:19]=[CH:20][CH:21]=[CH:22][C:15]=3[C:14](=[O:23])[C:13]=2[CH:24]=1>C1COCC1>[CH2:1]([O:3][CH2:4][CH2:5][CH2:6][C:14]1([OH:23])[C:13]2[CH:24]=[C:9]([I:8])[CH:10]=[CH:11][C:12]=2[CH:18]=[CH:17][C:16]2[CH:19]=[CH:20][CH:21]=[CH:22][C:15]1=2)[CH3:2]. Procedure details: 3-Ethoxypropyl bromide (7.5 g., 0.045 mole) is converted to the Grignard reagent using standard procedures (see above). To this solution (ca 60 ml.), stirred in an ice bath, is added dropwise a solution of 10 g. (0.030 mole) of 3-iodo-5H-dibenzo[a,d]cyclohepten-5-one in 30 ml. of dry THF. The mixture is stirred for 5 minutes and concentrated in vacuo. The residue is treated with saturated ammonium chloride solution and extracted three times with ether. The ether layer is washed once with water, ...